The task is: describe an organic reaction: reactants, conditions, products, and yield. This data is from the Open Reaction Database (ORD), a public repository of structured organic reaction records. Starting materials: copolyester, C(C=1C(C(=O)[O-])=CC=CC1)(=O)[O-] (phthalate), C(CCCO)O (1,4-butanediol), COC(C1=CC=C(C(=O)OC)C=C1)=O (dimethylterephthalate). Product: C(C1=CC(C(=O)OC)=CC=C1)(=O)OC (Dimethyl Isophthalate). Reaction SMILES: [CH2:1]([OH:6])CCCO.COC(=O)[C:10]1[CH:19]=[CH:18][C:13]([C:14]([O:16][CH3:17])=[O:15])=[CH:12][CH:11]=1.C([O-])(=O)C1C(=CC=CC=1)[C:24]([O-])=[O:25]>>[C:24]([O:6][CH3:1])(=[O:25])[C:11]1[CH:10]=[CH:19][CH:18]=[C:13]([C:14]([O:16][CH3:17])=[O:15])[CH:12]=1. Reported procedure: The block copolyester is sold by E. I. du Pont de Nemours and Company and is characterized by a melt index (2160 g./200° C.) of 6-8, a TMA S.P. of 144° C. and a DTA crystalline M.P. of 154° C. The 1,4-butanediol/PTMEG mole ratio is 5.0 and the dimethylterephthalate to total phthalate ratio is 0.78. Starting materials: FC1=CC=CC(=N1)C1=NN(C2=CN=C(C=C21)C=2C=NN(C2)C)C2OCCCC2 (3-(6-fluoropyridin-2-yl)-5-(1-methyl-1H-pyrazol-4-yl)-1-(tetrahydro-2H-pyran-2-yl)-1H-pyrazolo[3,4-c]pyridine), NCC1CCN(CC1)C(=O)OC(C)(C)C (tert-butyl 4-(aminomethyl)piperidine-1-carboxylate). Yields the product CN1N=CC(=C1)C=1C=C2C(=CN1)NN=C2C2=CC=CC(=N2)NCC2CCNCC2 (6-(5-(1-methyl-1H-pyrazol-4-yl)-1H-pyrazolo[3,4-c]pyridin-3-yl)-N-(piperidin-4-ylmethyl)pyridin-2-amine). Yield: 55.0%. As a reaction SMILES: F[C:2]1[N:7]=[C:6]([C:8]2[C:16]3[C:11](=[CH:12][N:13]=[C:14]([C:17]4[CH:18]=[N:19][N:20]([CH3:22])[CH:21]=4)[CH:15]=3)[N:10](C3CCCCO3)[N:9]=2)[CH:5]=[CH:4][CH:3]=1.[NH2:29][CH2:30][CH:31]1[CH2:36][CH2:35][N:34](C(OC(C)(C)C)=O)[CH2:33][CH2:32]1>>[CH3:22][N:20]1[CH:21]=[C:17]([C:14]2[CH:15]=[C:16]3[C:8]([C:6]4[N:7]=[C:2]([NH:29][CH2:30][CH:31]5[CH2:36][CH2:35][NH:34][CH2:33][CH2:32]5)[CH:3]=[CH:4][CH:5]=4)=[N:9][NH:10][C:11]3=[CH:12][N:13]=2)[CH:18]=[N:19]1. Procedure details: Following the procedures as described in Example 189, 3-(6-fluoropyridin-2-yl)-5-(1-methyl-1H-pyrazol-4-yl)-1-(tetrahydro-2H-pyran-2-yl)-1H-pyrazolo[3,4-c]pyridine and tert-butyl 4-(aminomethyl)piperidine-1-carboxylate were reacted and the product was deprotected to give 183 as a white solid (55% over two steps). 1H NMR (400 MHz, DMSO) δ 9.01 (s, 1H), 8.66 (s, 1H), 8.16 (s, 1H), 7.92 (s, 1H), 7.47 (t, J=7.8 Hz, 1H), 7.30 (d, J=7.3 Hz, 1H), 6.76-6.70 (m, 1H), 6.50 (d, J=8.3 Hz, 1H), 3.90 (s, 3H),...